Dataset: the Open Reaction Database (ORD), a public repository of structured organic reaction records. Task: describe an organic reaction: reactants, conditions, products, and yield Reactants: [Na+].[Na+].C(CCCCCCCCCCCC)P([O-])([O-])=O (Tridecylphosphonic acid disodium salt), O (water), [Cl-].[Ba+2].[Cl-] (barium chloride). Solvent: C(C)O (ethanol). Product: C(CCCCCCCCCCCC)P([O-])(=O)[O-].[Ba+2] (Barium Tridecanephosphonate). Procedure: Tridecylphosphonic acid disodium salt 123 g (0.4 mole), distilled water 500 ml and ethanol 30 ml were charged into a reaction flask and dissolved by stirring at room temperature. To this solution, 20% barium chloride aq. solution 416 g (0.4 mole) was added and allowed to react for one hour at room temperature. The compound precipitated was filtered off, repeatedly washed with water until free of sodium chloride and dried to obtain 154 g of white powder. The yield is 96.3%. As a reaction SMILES: [Na+].[Na+].[CH2:3]([P:16](=[O:19])([O-:18])[O-:17])[CH2:4][CH2:5][CH2:6][CH2:7][CH2:8][CH2:9][CH2:10][CH2:11][CH2:12][CH2:13][CH2:14][CH3:15].O.[Cl-].[Ba+2:22].[Cl-]>C(O)C>[CH2:3]([P:16]([O-:19])(=[O:17])[O-:18])[CH2:4][CH2:5][CH2:6][CH2:7][CH2:8][CH2:9][CH2:10][CH2:11][CH2:12][CH2:13][CH2:14][CH3:15].[Ba+2:22] |f:0.1.2,4.5.6,8.9|. Starting materials: CCCCC(=O)CCCC, Cc1nc(C(N)Cc2c[nH]c3ccccc23)oc1C, CC(C)O, Cl. As a reaction SMILES: [CH3:21][CH2:22][CH2:23][CH2:24][C:25]([CH2:26][CH2:27][CH2:28][CH3:29])=[O:30].[CH3:2][c:3]1[n:4][c:5]([CH:9]([CH2:10][c:11]2[cH:12][nH:13][c:14]3[cH:15][cH:16][cH:17][cH:18][c:19]23)[NH2:20])[o:6][c:7]1[CH3:8].[CH:31]([OH:32])([CH3:33])[CH3:34].[ClH:1]>>[CH3:2][c:3]1[n:4][c:5]([CH:9]2[CH2:10][c:11]3[c:12]([nH:13][c:14]4[cH:15][cH:16][cH:17][cH:18][c:19]34)[C:25]([CH2:24][CH2:23][CH2:22][CH3:21])([CH2:26][CH2:27][CH2:28][CH3:29])[NH:20]2)[o:6][c:7]1[CH3:8].[ClH:1]. Product: CCCCC1(CCCC)NC(c2nc(C)c(C)o2)Cc2c1[nH]c1ccccc21, Cl. Reactants: FC(C(=O)O)(F)F.C1=CC=C(C=2OC3=C(C21)C=CC=C3)C3=CC(=NC=N3)NC3=CC=C(C=C3)N (N-(6-Dibenzofuran-4-yl-pyrimidin-4-yl)-benzene-1,4-diamine trifluoroacetate), FC(C(=O)O)(F)F.C1=CC=C(C=2OC3=C(C21)C=CC=C3)C3=CC(=NC=N3)NC3=CC=C(C=C3)N (N-(6-Dibenzofuran-4-yl-pyrimidin-4-yl)-benzene-1,4-diamine trifluoroacetate), CN(C=1C=C(C(=O)Cl)C=CC1)C (3-dimethylaminobenzoyl chloride). Solvent: N1=CC=CC=C1 (pyridine). Product: C1=CC=C(C=2OC3=C(C21)C=CC=C3)C3=CC(=NC=N3)NC3=CC=C(C=C3)NC(C3=CC(=CC=C3)N(C)C)=O (N-[4-(6-Dibenzofuran-4-yl-pyrimidin-4-ylamino)-phenyl]-3-dimethylamino-benzamide). RXN SMILES: FC(F)(F)C(O)=O.[CH:8]1[C:16]2[C:15]3[CH:17]=[CH:18][CH:19]=[CH:20][C:14]=3[O:13][C:12]=2[C:11]([C:21]2[N:26]=[CH:25][N:24]=[C:23]([NH:27][C:28]3[CH:33]=[CH:32][C:31]([NH2:34])=[CH:30][CH:29]=3)[CH:22]=2)=[CH:10][CH:9]=1.[CH3:35][N:36]([CH3:46])[C:37]1[CH:38]=[C:39]([CH:43]=[CH:44][CH:45]=1)[C:40](Cl)=[O:41]>N1C=CC=CC=1>[CH:8]1[C:16]2[C:15]3[CH:17]=[CH:18][CH:19]=[CH:20][C:14]=3[O:13][C:12]=2[C:11]([C:21]2[N:26]=[CH:25][N:24]=[C:23]([NH:27][C:28]3[CH:29]=[CH:30][C:31]([NH:34][C:40](=[O:41])[C:39]4[CH:43]=[CH:44][CH:45]=[C:37]([N:36]([CH3:35])[CH3:46])[CH:38]=4)=[CH:32][CH:33]=3)[CH:22]=2)=[CH:10][CH:9]=1 |f:0.1|. Reported procedure: To a solution of N-(6-dibenzofuran-4-yl-pyrimidin-4-yl)-benzene-1,4-diamine trifluoroacetic acid (compound A1) (500 mg, 1.1 mmol) in pyridine (10 mL) is added at 10° C. 3-dimethylaminobenzoyl chloride (288 mg, 1.21 mmol) portion wise. After 14 h at ambient temperature the mixture is evaporated and the crude product is purified by crystallization.